This data is from the Open Reaction Database (ORD), a public repository of structured organic reaction records. The task is: describe an organic reaction: reactants, conditions, products, and yield The reactants are [H-].[Na+] (sodium hydride), C(C)(=O)C1=CC2=C(O1)C=CC=C2OC (2-Acetyl-4-methoxybenzo(b)furan), C(C)(=O)OCC (ethyl acetate), O (water). Reaction conditions: time 10 minute. Product: COC1=CC=CC=2OC(=CC21)C(CC(C)=O)=O (1-(4-methoxybenzo(b)furan-2-yl)butan-1,3-dione). Reaction SMILES: [C:1]([C:4]1[O:8][C:7]2[CH:9]=[CH:10][CH:11]=[C:12]([O:13][CH3:14])[C:6]=2[CH:5]=1)(=[O:3])[CH3:2].[H-].[Na+].O.[C:18](OCC)(=[O:20])[CH3:19]>>[CH3:14][O:13][C:12]1[C:6]2[CH:5]=[C:4]([C:1](=[O:3])[CH2:2][C:18](=[O:20])[CH3:19])[O:8][C:7]=2[CH:9]=[CH:10][CH:11]=1 |f:1.2|. Procedure details: 2-Acetyl-4-methoxybenzo(b)furan (2.4 g) was dissolved in ethyl acetate (50 ml), and sodium hydride (1.5 g) was added under ice-cooling. The mixture was stirred at room temperature for 10 min, and the mixture was refluxed under heating for 1 hr. After cooling, the mixture was poured into water and extracted with ethyl acetate. The organic layer was dried over anhydrous magnesium sulfate, and after filtration, the solvent was evaporated under reduced pressure. The residue was purified by silica ge...